This data is from the Open Reaction Database (ORD), a public repository of structured organic reaction records. The task is: describe an organic reaction: reactants, conditions, products, and yield Reactants: CC(C)(C#N)c1cccc(NC(=O)Oc2ccccc2)c1, C1CCOC1, COCCOc1cc2ncnc(Sc3cccc(N)c3)c2cc1OC, CN(C)c1ccncc1. Yields the product COCCOc1cc2ncnc(Sc3cccc(NC(=O)Nc4cccc(C(C)(C)C#N)c4)c3)c2cc1OC. Reaction SMILES: [C:26](#[N:27])[C:28]([CH3:29])([CH3:30])[c:31]1[cH:32][c:33]([NH:37][C:38]([O:39][c:41]2[cH:42][cH:43][cH:44][cH:45][cH:46]2)=[O:40])[cH:34][cH:35][cH:36]1.[CH2:47]1[O:48][CH2:49][CH2:50][CH2:51]1.[CH3:1][O:2][c:3]1[cH:4][c:5]2[c:6]([S:18][c:19]3[cH:20][c:21]([NH2:22])[cH:23][cH:24][cH:25]3)[n:7][cH:8][n:9][c:10]2[cH:11][c:12]1[O:13][CH2:14][CH2:15][O:16][CH3:17].[CH3:52][N:53]([c:54]1[cH:55][cH:56][n:57][cH:58][cH:59]1)[CH3:60]>>[CH3:1][O:2][c:3]1[cH:4][c:5]2[c:6]([S:18][c:19]3[cH:20][c:21]([NH:22][C:38]([NH:37][c:33]4[cH:32][c:31]([C:28]([C:26]#[N:27])([CH3:29])[CH3:30])[cH:36][cH:35][cH:34]4)=[O:39])[cH:23][cH:24][cH:25]3)[n:7][cH:8][n:9][c:10]2[cH:11][c:12]1[O:13][CH2:14][CH2:15][O:16][CH3:17]. The reactants are C(C)N1N=NNC1=O (1-ethyl-1,4-dihydro-5H-tetrazol-5-one), ClC(CN1CCC(CC1)(COC)N(C(CC)=O)C1=CC=CC=C1)C1=CC=CC=C1 (N-[1-(2-chloro-2-phenylethyl)-4-(methoxymethyl)-4-piperidinyl]-N-phenylpropanamide), [I-].[K+] (potassium iodide), C([O-])([O-])=O.[Na+].[Na+] (sodium carbonate). Run in CN(C=O)C (N,N-dimethylformamide), O (water). Run at temperature 70 celsius. The product is C(C)N1N=NN(C1=O)C(CN1CCC(CC1)(COC)N(C(CC)=O)C1=CC=CC=C1)C1=CC=CC=C1 (N-{1-[2-(4-ethyl-4,5-dihydro-5-oxo-1H-tetrazol-1-yl)-2-phenylethyl]-4-(methoxymethyl)-4-piperidinyl}-N-phenylpropanamide). The yield is 65.0%. Reaction SMILES: [CH2:1]([N:3]1[C:7](=[O:8])[NH:6][N:5]=[N:4]1)[CH3:2].Cl[CH:10]([C:32]1[CH:37]=[CH:36][CH:35]=[CH:34][CH:33]=1)[CH2:11][N:12]1[CH2:17][CH2:16][C:15]([N:21]([C:26]2[CH:31]=[CH:30][CH:29]=[CH:28][CH:27]=2)[C:22](=[O:25])[CH2:23][CH3:24])([CH2:18][O:19][CH3:20])[CH2:14][CH2:13]1.[I-].[K+].C(=O)([O-])[O-].[Na+].[Na+]>O.CN(C)C=O>[CH2:1]([N:3]1[C:7](=[O:8])[N:6]([CH:10]([C:32]2[CH:37]=[CH:36][CH:35]=[CH:34][CH:33]=2)[CH2:11][N:12]2[CH2:17][CH2:16][C:15]([N:21]([C:26]3[CH:27]=[CH:28][CH:29]=[CH:30][CH:31]=3)[C:22](=[O:25])[CH2:23][CH3:24])([CH2:18][O:19][CH3:20])[CH2:14][CH2:13]2)[N:5]=[N:4]1)[CH3:2] |f:2.3,4.5.6|. Procedure details: A mixture of 3 parts of 1-ethyl-1,4-dihydro-5H-tetrazol-5-one, 8 parts of N-[1-(2-chloro-2-phenylethyl)-4-(methoxymethyl)-4-piperidinyl]-N-phenylpropanamide, 0.2 parts of potassium iodide, 5 parts of sodium carbonate and 135 parts of N,N-dimethylformamide is stirred and heated overnight at 70° C. The reaction mixture is cooled to room temperature and 150 parts of water are added. The product is extracted three times with methylbenzene. The combined extracts are dried, filtered and evaporated. Th... Reactants: CCCCCC=CCC=CC(C)(C)CO, ClCCl, [Na+], O=C([O-])O, O=[Cr](=O)=O, c1ccncc1. Product: CCCCCC=CCC=CC(C)(C)C=O. As a reaction SMILES: [CH3:11][C:12]([CH2:13][OH:14])([CH:15]=[CH:16][CH2:17][CH:18]=[CH:19][CH2:20][CH2:21][CH2:22][CH2:23][CH3:24])[CH3:25].[Cl:31][CH2:32][Cl:33].[Na+:30].[O-:26][C:27]([OH:28])=[O:29].[O:7]=[Cr:8](=[O:9])=[O:10].[cH:1]1[cH:2][cH:3][n:4][cH:5][cH:6]1>>[CH3:11][C:12]([CH:13]=[O:14])([CH:15]=[CH:16][CH2:17][CH:18]=[CH:19][CH2:20][CH2:21][CH2:22][CH2:23][CH3:24])[CH3:25]. RXN SMILES: [N:1]12[CH2:8][CH2:7][C:4]([C:9]([C:18]3[CH:23]=[CH:22][CH:21]=[CH:20][CH:19]=3)([C:12]3[CH:17]=[CH:16][CH:15]=[CH:14][CH:13]=3)[C:10]#[N:11])([CH2:5][CH2:6]1)[CH2:3][CH2:2]2.[Br:24][CH2:25][CH2:26][CH2:27][CH:28]=[CH2:29]>>[Br-:24].[C:10]([C:9]([C:18]1[CH:19]=[CH:20][CH:21]=[CH:22][CH:23]=1)([C:12]1[CH:13]=[CH:14][CH:15]=[CH:16][CH:17]=1)[C:4]12[CH2:5][CH2:6][N+:1]([CH2:29][CH2:28][CH2:27][CH:26]=[CH2:25])([CH2:2][CH2:3]1)[CH2:8][CH2:7]2)#[N:11] |f:2.3|. Yields the product [Br-].C(#N)C(C12CC[N+](CC1)(CC2)CCCC=C)(C2=CC=CC=C2)C2=CC=CC=C2 (4-[cyano(diphenyl)methyl]-1-(4-penten-1-yl)-1-azoniabicyclo[2.2.2]octane bromide). Procedure details: Following the general procedure outlined in Example 2, 1-azabicyclo[2.2.2]oct-4-yl(diphenyl)acetonitrile (0.0495 g, 0.164 mmol) and 5-bromo-1-pentene (0.035 mL, 0.295 mmol) in 2CH3CN/3CHCl3 (4.0 mL) were reacted to give the desired product (0.0433 g, 59.3%). EI-MS m/z 371(M+) Rt (2.03 min). The solvent is 2CH3CN/3CHCl3. Isolated yield 58.5%. The reactants are N12CCC(CC1)(CC2)C(C#N)(C2=CC=CC=C2)C2=CC=CC=C2 (1-azabicyclo[2.2.2]oct-4-yl(diphenyl)acetonitrile), BrCCCC=C (5-bromo-1-pentene). Starting materials: ClC=1C=C(C(=NC1)C1(CC1)C(=O)N1[C@@H](C[C@H](C1)S(=O)(=O)C1=C(C=CC=C1)C(F)(F)F)C(=O)O)F ((2S,4R)-1-[1-(5-chloro-3-fluoro-pyridin-2-yl)-cyclopropanecarbonyl]-4-(2-trifluoromethyl-benzenesulfonyl)-pyrrolidine-2-carboxylic acid), N[C@H]([C@@H](C(=O)NC1CC1)O)CCC ((2S,3S)-3-amino-N-cyclopropyl-2-hydroxyhexanamide). Yields the product ClC=1C=C(C(=NC1)C1(CC1)C(=O)N1[C@@H](C[C@H](C1)S(=O)(=O)C1=C(C=CC=C1)C(F)(F)F)C(=O)N[C@H](C(C(=O)NC1CC1)=O)CCC)F ((2S,4R)-1-(1-(5-chloro-3-fluoropyridin-2-yl)cyclopropanecarbonyl)-N—((S)-1-(cyclopropylamino)-1,2-dioxohexan-3-yl)-4-(2-(trifluoromethyl)phenylsulfonyl)pyrrolidine-2-carboxamide). As a reaction SMILES: [Cl:1][C:2]1[CH:3]=[C:4]([F:34])[C:5]([C:8]2([C:11]([N:13]3[CH2:17][C@H:16]([S:18]([C:21]4[CH:26]=[CH:25][CH:24]=[CH:23][C:22]=4[C:27]([F:30])([F:29])[F:28])(=[O:20])=[O:19])[CH2:15][C@H:14]3[C:31](O)=[O:32])=[O:12])[CH2:10][CH2:9]2)=[N:6][CH:7]=1.[NH2:35][C@@H:36]([CH2:45][CH2:46][CH3:47])[C@H:37]([OH:44])[C:38]([NH:40][CH:41]1[CH2:43][CH2:42]1)=[O:39]>>[Cl:1][C:2]1[CH:3]=[C:4]([F:34])[C:5]([C:8]2([C:11]([N:13]3[CH2:17][C@H:16]([S:18]([C:21]4[CH:26]=[CH:25][CH:24]=[CH:23][C:22]=4[C:27]([F:30])([F:29])[F:28])(=[O:19])=[O:20])[CH2:15][C@H:14]3[C:31]([NH:35][C@@H:36]([CH2:45][CH2:46][CH3:47])[C:37](=[O:44])[C:38]([NH:40][CH:41]3[CH2:43][CH2:42]3)=[O:39])=[O:32])=[O:12])[CH2:10][CH2:9]2)=[N:6][CH:7]=1. Reported procedure: The title compound was prepared in analogy to Example 1, using (2S,4R)-1-[1-(5-chloro-3-fluoro-pyridin-2-yl)-cyclopropanecarbonyl]-4-(2-trifluoromethyl-benzenesulfonyl)-pyrrolidine-2-carboxylic acid and (2S,3S)-3-amino-N-cyclopropyl-2-hydroxyhexanamide in step 1. MS (m/e)=687.17 [M+H+]. RXN SMILES: C(OC([NH:8][C:9]([CH2:31][CH3:32])([CH2:12][CH2:13][C:14]1[CH:19]=[CH:18][C:17]([O:20][CH2:21][CH2:22][CH2:23][CH2:24][C:25]2[CH:30]=[CH:29][CH:28]=[CH:27][CH:26]=2)=[CH:16][CH:15]=1)[CH2:10][OH:11])=O)(C)(C)C.[ClH:33]>O1CCCC1.O1CCOCC1>[ClH:33].[NH2:8][C:9]([CH2:31][CH3:32])([CH2:12][CH2:13][C:14]1[CH:19]=[CH:18][C:17]([O:20][CH2:21][CH2:22][CH2:23][CH2:24][C:25]2[CH:26]=[CH:27][CH:28]=[CH:29][CH:30]=2)=[CH:16][CH:15]=1)[CH2:10][OH:11] |f:4.5|. Product: Cl.NC(CO)(CCC1=CC=C(C=C1)OCCCCC1=CC=CC=C1)CC (2-Amino-2-ethyl-4-(4-(4-phenylbutyloxy)phenyl)butanol hydrochloride). Solvent: O1CCCC1 (tetrahydrofuran), O1CCOCC1 (dioxane). Procedure details: To a solution of 2-tert-butoxycarbonylamino-2-ethyl-4-(4-(4-phenylbutyloxy)phenyl)butanol (3.2 g) in tetrahydrofuran (10 ml) was added a solution of 4M hydrochloric acid in dioxane (10 ml) and the mixture was stirred for 3 hours. The solvent was distilled away to give the subject compound (3 g). Run at time 3 hour. The reactants are C(C)(C)(C)OC(=O)NC(CO)(CCC1=CC=C(C=C1)OCCCCC1=CC=CC=C1)CC (2-tert-butoxycarbonylamino-2-ethyl-4-(4-(4-phenylbutyloxy)phenyl)butanol), Cl (hydrochloric acid).